From a dataset of the Open Reaction Database (ORD), a public repository of structured organic reaction records. describe an organic reaction: reactants, conditions, products, and yield The reactants are COC(C)(C)C, CC#N, Cc1ccccc1, NC=O, C[Si](C)(C)Cl, O=Cc1cc(F)ccc1F, O, Cc1ccc(S(=O)O)cc1. Yields the product Cc1ccc(S(=O)(=O)C(NC=O)c2cc(F)ccc2F)cc1. RXN SMILES: [C:30]([O:31][CH3:32])([CH3:33])([CH3:34])[CH3:35].[CH3:36][C:37]#[N:38].[CH3:39][c:40]1[cH:41][cH:42][cH:43][cH:44][cH:45]1.[CH:11](=[O:12])[NH2:13].[Cl:14][Si:15]([CH3:16])([CH3:17])[CH3:18].[F:1][c:2]1[c:3]([CH:4]=[O:5])[cH:6][c:7]([F:10])[cH:8][cH:9]1.[OH2:29].[c:19]1([CH3:28])[cH:20][cH:21][c:22]([S:25](=[O:26])[OH:27])[cH:23][cH:24]1>>[F:1][c:2]1[c:3]([CH:4]([NH:13][CH:11]=[O:12])[S:25]([c:22]2[cH:21][cH:20][c:19]([CH3:28])[cH:24][cH:23]2)(=[O:26])=[O:27])[cH:6][c:7]([F:10])[cH:8][cH:9]1. Reactants: ClC1=CC=C(CC2=C3C=4C(=C(N=CC4NC3=CC=C2)CO)COC)C=C1 (5-(4-chlorobenzyl)-4-methoxymethyl-β-carboline-3-methanol). The reagents and catalysts are [O-2].[O-2].[Mn+4] (manganese dioxide), [O-2].[O-2].[Mn+4] (manganese dioxide). Run in ClCCl (dichloromethane). Yields the product ClC1=CC=C(CC2=C3C=4C(=C(N=CC4NC3=CC=C2)C=O)COC)C=C1 (5-(4-chlorobenzyl)-4-methoxymethyl-β-carboline-3-carbaldehyde). The yield is 74.3%. As a reaction SMILES: [Cl:1][C:2]1[CH:26]=[CH:25][C:5]([CH2:6][C:7]2[CH:19]=[CH:18][CH:17]=[C:16]3[C:8]=2[C:9]2[C:10]([CH2:22][O:23][CH3:24])=[C:11]([CH2:20][OH:21])[N:12]=[CH:13][C:14]=2[NH:15]3)=[CH:4][CH:3]=1>ClCCl.[O-2].[O-2].[Mn+4]>[Cl:1][C:2]1[CH:3]=[CH:4][C:5]([CH2:6][C:7]2[CH:19]=[CH:18][CH:17]=[C:16]3[C:8]=2[C:9]2[C:10]([CH2:22][O:23][CH3:24])=[C:11]([CH:20]=[O:21])[N:12]=[CH:13][C:14]=2[NH:15]3)=[CH:25][CH:26]=1 |f:2.3.4|. Procedure: 1.3 g (0.00354 mol) of 5-(4-chlorobenzyl)-4-methoxymethyl-β-carboline-3-methanol is stirred for 192 hours under argon at room temperature with 1.74 g (0.02 mol) of manganese dioxide in 200 ml of dichloromethane. The manganese dioxide is suctioned off, the filtrate concentrated by evaporation and the residue recrystallized from ethanol. Thus 0.96 g (74% of theory) of 5-(4-chlorobenzyl)-4-methoxymethyl-β-carboline-3-carbaldehyde is obtained, melting point 248°-250° C. Reactants: CCO, O=[N+]([O-])c1cc(OC(F)(F)F)ccc1O, [Na+], [Na+], O, O=S([O-])([O-])=S. The product is Nc1cc(OC(F)(F)F)ccc1O. Reaction SMILES: [CH3:23][CH2:24][OH:25].[N+:1]([O-:2])(=[O:3])[c:4]1[c:5]([OH:15])[cH:6][cH:7][c:8]([O:10][C:11]([F:12])([F:13])[F:14])[cH:9]1.[Na+:21].[Na+:22].[OH2:26].[S:16]([O-:17])([O-:18])(=[O:19])=[S:20]>>[NH2:1][c:4]1[c:5]([OH:15])[cH:6][cH:7][c:8]([O:10][C:11]([F:12])([F:13])[F:14])[cH:9]1. Reactants: C1(CCCCC1)[C@@H](C)N ((1R)-1-Cyclohexyl-1-ethylamine), O1CC1(C)C (1,2-epoxy-2-methylpropane). The product is C1(CCCCC1)[C@@H](C)NCC(O)(C)C (N-((1R)-1-cyclohexyl-1-ethyl)-N-(2,2-dimethyl-2-hydroxyethyl)amine). As a reaction SMILES: [CH:1]1([C@H:7]([NH2:9])[CH3:8])[CH2:6][CH2:5][CH2:4][CH2:3][CH2:2]1.[O:10]1[C:12]([CH3:14])([CH3:13])[CH2:11]1>>[CH:1]1([C@H:7]([NH:9][CH2:11][C:12]([CH3:14])([CH3:13])[OH:10])[CH3:8])[CH2:6][CH2:5][CH2:4][CH2:3][CH2:2]1. Procedure details: (1R)-1-Cyclohexyl-1-ethylamine was reacted with 1,2-epoxy-2-methylpropane according to Method B5b to give N-((1R)-1-cyclohexyl-1-ethyl)-N-(2,2-dimethyl-2-hydroxyethyl)amine. N-((1R)-1-Cyclohexyl-1-ethyl)-N-(2,2dimethyl-2-hydroxyethyl)amine was reacted with SOCl2 followed by 2,3-dichlorophenyl isothiocyanate according to Method C2f to afford 2-(2,3-dichlorophenylimino)-3-((1R)-1-cyclohexyl-1-ethyl)-5,5-dimethyl-1,3-thiazolidine HCl salt.